From a dataset of the Open Reaction Database (ORD), a public repository of structured organic reaction records. describe an organic reaction: reactants, conditions, products, and yield The reactants are CCOC(C(=O)N1C(=O)OCC1Cc1ccccc1)C(O)c1ccc(OCCc2nc(C(C)(C)C)oc2C)c2ccccc12, CC[SiH](CC)CC, O=C(O)C(F)(F)F. The product is CCOC(Cc1ccc(OCCc2nc(C(C)(C)C)oc2C)c2ccccc12)C(=O)N1C(=O)OCC1Cc1ccccc1. RXN SMILES: [CH2:1]([c:2]1[cH:3][cH:4][cH:5][cH:6][cH:7]1)[CH:8]1[N:9]([C:14]([CH:15]([CH:16]([OH:17])[c:18]2[cH:19][cH:20][c:21]([O:28][CH2:29][CH2:30][c:31]3[n:32][c:33]([C:37]([CH3:38])([CH3:39])[CH3:40])[o:34][c:35]3[CH3:36])[c:22]3[cH:23][cH:24][cH:25][cH:26][c:27]23)[O:41][CH2:42][CH3:43])=[O:44])[C:10](=[O:13])[O:11][CH2:12]1.[CH2:45]([SiH:46]([CH2:47][CH3:48])[CH2:49][CH3:50])[CH3:51].[OH:52][C:53]([C:54]([F:55])([F:56])[F:57])=[O:58]>>[CH2:1]([c:2]1[cH:3][cH:4][cH:5][cH:6][cH:7]1)[CH:8]1[N:9]([C:14]([CH:15]([CH2:16][c:18]2[cH:19][cH:20][c:21]([O:28][CH2:29][CH2:30][c:31]3[n:32][c:33]([C:37]([CH3:38])([CH3:39])[CH3:40])[o:34][c:35]3[CH3:36])[c:22]3[cH:23][cH:24][cH:25][cH:26][c:27]23)[O:41][CH2:42][CH3:43])=[O:44])[C:10](=[O:13])[O:11][CH2:12]1. Starting materials: O=C([O-])[O-], CCCN(CCC)Cc1ccc(CNC)cc1, C1COCCO1, CC(C)(C)n1ncc(Cl)c(Cl)c1=O, [K+], [K+], O. Yields the product CCCN(CCC)Cc1ccc(CN(C)c2cnn(C(C)(C)C)c(=O)c2Cl)cc1. Reaction SMILES: [C:31](=[O:32])([O-:33])[O-:34].[CH2:14]([CH2:15][CH3:16])[N:17]([CH2:18][CH2:19][CH3:20])[CH2:21][c:22]1[cH:23][cH:24][c:25]([CH2:26][NH:27][CH3:28])[cH:29][cH:30]1.[CH2:37]1[O:38][CH2:39][CH2:40][O:41][CH2:42]1.[Cl:1][c:2]1[c:3](=[O:13])[n:4]([C:9]([CH3:10])([CH3:11])[CH3:12])[n:5][cH:6][c:7]1[Cl:8].[K+:35].[K+:36].[OH2:43]>>[Cl:1][c:2]1[c:3](=[O:13])[n:4]([C:9]([CH3:10])([CH3:11])[CH3:12])[n:5][cH:6][c:7]1[N:27]([CH2:26][c:25]1[cH:24][cH:23][c:22]([CH2:21][N:17]([CH2:14][CH2:15][CH3:16])[CH2:18][CH2:19][CH3:20])[cH:30][cH:29]1)[CH3:28].